This data is from the Open Reaction Database (ORD), a public repository of structured organic reaction records. The task is: describe an organic reaction: reactants, conditions, products, and yield The reactants are C(C)N(CCOC1=CC=C(C=C1)NC1=NC=C(C(=N1)NCC)[N+](=O)[O-])CC (2-[[4-[2-(diethylamino)ethoxy]phenyl]amino]-4-(ethylamino)-5-nitropyrimidine). The reagents and catalysts are [Pd] (Pd/C). Product: NC=1C(=NC(=NC1)NC1=CC=C(C=C1)OCCN(CC)CC)NCC (5-Amino-2-[[4-[2-(diethylamino)ethoxy]phenyl]amino]-4-(ethylamino)pyrimidine). Reaction SMILES: [CH2:1]([N:3]([CH2:26][CH3:27])[CH2:4][CH2:5][O:6][C:7]1[CH:12]=[CH:11][C:10]([NH:13][C:14]2[N:19]=[C:18]([NH:20][CH2:21][CH3:22])[C:17]([N+:23]([O-])=O)=[CH:16][N:15]=2)=[CH:9][CH:8]=1)[CH3:2]>[Pd]>[NH2:23][C:17]1[C:18]([NH:20][CH2:21][CH3:22])=[N:19][C:14]([NH:13][C:10]2[CH:9]=[CH:8][C:7]([O:6][CH2:5][CH2:4][N:3]([CH2:26][CH3:27])[CH2:1][CH3:2])=[CH:12][CH:11]=2)=[N:15][CH:16]=1. Reported procedure: Hydrogenation of 2-[[4-[2-(diethylamino)ethoxy]phenyl]amino]-4-(ethylamino)-5-nitropyrimidine (from Example 2(7) above) over Pd/C gave the title compound as an oil. Reactants: OCC1=C(C(=CC=C1)C)C (1-hydroxymethyl-2,3-dimethylbenzene), P(Br)(Br)Br (phosphorous tribromide). Solvent: C1=CC=CC=C1 (benzene), C1(=CC=CC=C1)C (toluene). Yields the product BrCC1=C(C(=CC=C1)C)C (1-Bromomethyl-2,3-dimethylbenzene). RXN SMILES: O[CH2:2][C:3]1[CH:8]=[CH:7][CH:6]=[C:5]([CH3:9])[C:4]=1[CH3:10].P(Br)(Br)[Br:12]>C1C=CC=CC=1.C1(C)C=CC=CC=1>[Br:12][CH2:2][C:3]1[CH:8]=[CH:7][CH:6]=[C:5]([CH3:9])[C:4]=1[CH3:10]. Procedure details: A mixture of 1-hydroxymethyl-2,3-dimethylbenzene (ref) (5 g) and phosphorous tribromide (1.16 ml) in benzene (50 ml) was heated at reflux for 3 hours. The mixture was diluted with toluene, washed with water, dried (MgSO4) and evaporated. Yield 7 g. The reactants are CCCCOc1ccccc1C(=O)Nc1cc(N)ccc1C(=O)OCC, CCCCOc1ccccc1C(=O)Cl. The product is CCCCOc1ccccc1C(=O)Nc1ccc(C(=O)OCC)c(NC(=O)c2ccccc2OCCCC)c1. As a reaction SMILES: [CH2:1]([CH2:2][CH2:3][CH3:4])[O:5][c:6]1[c:7]([C:8](=[O:9])[NH:10][c:11]2[c:12]([C:13](=[O:14])[O:15][CH2:16][CH3:17])[cH:18][cH:19][c:20]([NH2:22])[cH:21]2)[cH:23][cH:24][cH:25][cH:26]1.[CH2:27]([CH2:28][CH2:29][CH3:30])[O:31][c:32]1[c:33]([C:34](=[O:35])[Cl:36])[cH:37][cH:38][cH:39][cH:40]1>>[CH2:1]([CH2:2][CH2:3][CH3:4])[O:5][c:6]1[c:7]([C:8](=[O:9])[NH:10][c:11]2[c:12]([C:13](=[O:14])[O:15][CH2:16][CH3:17])[cH:18][cH:19][c:20]([NH:22][C:34]([c:33]3[c:32]([O:31][CH2:27][CH2:28][CH2:29][CH3:30])[cH:40][cH:39][cH:38][cH:37]3)=[O:35])[cH:21]2)[cH:23][cH:24][cH:25][cH:26]1. The reactants are CN(C1=CC=C(C(=O)C2=C(C(=O)O)C=CC=C2)C=C1)C (2-(4-(dimethylamino)benzoyl)benzoic acid), CN(C1=CC(=CC=C1)N(C)C)C (N,N,N',N'-tetramethyl-m-phenylenediamine), C(C)(=O)OC(C)=O (acetic anhydride), Cl (hydrochloric acid). Conditions: temperature 95 celsius. The product is CN(C1=C(C=CC(=C1)N(C)C)C1(OC(=O)C2=CC=CC=C12)C1=CC=C(C=C1)N(C)C)C (3-(2,4-bis(dimethylamino)phenyl)-3-(4-(dimethylamino)phenyl)phthalide). As a reaction SMILES: [CH3:1][N:2]([CH3:20])[C:3]1[CH:19]=[CH:18][C:6]([C:7]([C:9]2[CH:17]=[CH:16][CH:15]=[CH:14][C:10]=2[C:11]([OH:13])=[O:12])=O)=[CH:5][CH:4]=1.[CH3:21][N:22]([CH3:32])[C:23]1[CH:28]=[CH:27][CH:26]=[C:25]([N:29]([CH3:31])[CH3:30])[CH:24]=1.C(OC(=O)C)(=O)C.Cl>>[CH3:30][N:29]([CH3:31])[C:25]1[CH:24]=[C:23]([N:22]([CH3:32])[CH3:21])[CH:28]=[CH:27][C:26]=1[C:7]1([C:6]2[CH:18]=[CH:19][C:3]([N:2]([CH3:20])[CH3:1])=[CH:4][CH:5]=2)[C:9]2[C:10](=[CH:14][CH:15]=[CH:16][CH:17]=2)[C:11](=[O:13])[O:12]1. Procedure: A mixture of 2-(4-(dimethylamino)benzoyl)benzoic acid (26.8 g.), N,N,N',N'-tetramethyl-m-phenylenediamine (16.4 g.) and acetic anhydride (80 g.) was heated (to 95° C.) during one hour, cooled and poured into dilute hydrochloric acid. The resulting mixture was basified. Recrystallization of the resulting solid from a mixture of toluene and hexane afforded 3-(2,4-bis(dimethylamino)phenyl)-3-(4-(dimethylamino)phenyl)phthalide (I: X=Y4 =(CH3)2N, Y2 =Z4 =Z5 =Z6 =Z7 =H) (m.p. 190°-194° C.).